From a dataset of the Open Reaction Database (ORD), a public repository of structured organic reaction records. describe an organic reaction: reactants, conditions, products, and yield The reactants are CO, CC#N, CCOC(C)=O, ClCCl, CC(C)Nc1nc2ccc(C(O)C3(c4ccccc4F)SCCCS3)cc2s1, O. Product: CC(C)Nc1nc2ccc(C(O)C(=O)c3ccccc3F)cc2s1. As a reaction SMILES: [CH3:29][OH:30].[CH3:34][C:35]#[N:36].[CH3:38][CH2:39][O:40][C:41]([CH3:42])=[O:43].[Cl:31][CH2:32][Cl:33].[F:1][c:2]1[c:3]([C:8]2([CH:14]([OH:15])[c:16]3[cH:17][c:18]4[c:19]([n:20][c:21]([NH:23][CH:24]([CH3:25])[CH3:26])[s:22]4)[cH:27][cH:28]3)[S:9][CH2:10][CH2:11][CH2:12][S:13]2)[cH:4][cH:5][cH:6][cH:7]1.[OH2:37]>>[F:1][c:2]1[c:3]([C:8]([CH:14]([OH:15])[c:16]2[cH:17][c:18]3[c:19]([n:20][c:21]([NH:23][CH:24]([CH3:25])[CH3:26])[s:22]3)[cH:27][cH:28]2)=[O:30])[cH:4][cH:5][cH:6][cH:7]1.